This data is from the Open Reaction Database (ORD), a public repository of structured organic reaction records. The task is: describe an organic reaction: reactants, conditions, products, and yield Reactants: [OH-].[Na+] (NaOH), Cl.Cl.N1(C=NC=C1)C1=CC=C(OCCCCN)C=C1 (4-[4-(1H-imidazol-1-yl)phenoxy]butaneamine dihydrochloride), C(C)(C)(C)C1=CC=C(C=C1)S(=O)(=O)Cl (4-(t-butyl)benzenesulfonyl chloride). Solvent: O (H2O), C(C)OCC (diethyl ether). Conditions: time 4 hour. Product: C(C)(C)(C)C1=CC=C(C=C1)S(=O)(=O)NCCCCOC1=CC=C(C=C1)N1C=NC=C1 (4-(t-Butyl)-N-[4-[4-(1H-imidazol-1-yl)phenoxy]butyl]benzenesulfonamide). Yield: 61.7%. RXN SMILES: Cl.Cl.[N:3]1([C:8]2[CH:19]=[CH:18][C:11]([O:12][CH2:13][CH2:14][CH2:15][CH2:16][NH2:17])=[CH:10][CH:9]=2)[CH:7]=[CH:6][N:5]=[CH:4]1.[OH-].[Na+].[C:22]([C:26]1[CH:31]=[CH:30][C:29]([S:32](Cl)(=[O:34])=[O:33])=[CH:28][CH:27]=1)([CH3:25])([CH3:24])[CH3:23]>O.C(OCC)C>[C:22]([C:26]1[CH:31]=[CH:30][C:29]([S:32]([NH:17][CH2:16][CH2:15][CH2:14][CH2:13][O:12][C:11]2[CH:18]=[CH:19][C:8]([N:3]3[CH:7]=[CH:6][N:5]=[CH:4]3)=[CH:9][CH:10]=2)(=[O:34])=[O:33])=[CH:28][CH:27]=1)([CH3:25])([CH3:23])[CH3:24] |f:0.1.2,3.4|. Reported procedure: A solution of 3.0 g of 4-[4-(1H-imidazol-1-yl)phenoxy]butaneamine dihydrochloride (Example 2) is dissolved in 100 ml H2O and while stirring 3.5 ml of 10N NaOH, and then 2.6 g of 4-(t-butyl)benzenesulfonyl chloride in 100 ml of diethyl ether are added. The mixture is stirred at room temperature for 4 hours. The precipitate is collected, washed with 50 ml of water and 50 ml of diethyl ether, and air dried. Recrystallization from 50% aqueous ethanol gives 2.6 g of the title compound, m.p. 138°-140°... Starting materials: CS(=O)C (dimethyl sulfoxide), C([O-])([O-])=O.[K+].[K+] (potassium carbonate), ClC1=C(C=CC(=C1)C(F)(F)F)O (2-chloro-4-trifluoromethylphenol), FC=1C=CC(=C(C(=O)N)C1)[N+](=O)[O-] (5-Fluoro-2-nitrobenzamide). Run in O (water). Reaction conditions: time 8 hour. Product: ClC1=C(OC=2C=CC(=C(C(=O)N)C2)[N+](=O)[O-])C=CC(=C1)C(F)(F)F (5-(2-chloro-4-trifluoromethylphenoxy)-2-nitrobenzamide). Isolated yield 13.9%. Reaction SMILES: CS(C)=O.C(=O)([O-])[O-].[K+].[K+].[Cl:11][C:12]1[CH:17]=[C:16]([C:18]([F:21])([F:20])[F:19])[CH:15]=[CH:14][C:13]=1[OH:22].F[C:24]1[CH:25]=[CH:26][C:27]([N+:33]([O-:35])=[O:34])=[C:28]([CH:32]=1)[C:29]([NH2:31])=[O:30]>O>[Cl:11][C:12]1[CH:17]=[C:16]([C:18]([F:20])([F:21])[F:19])[CH:15]=[CH:14][C:13]=1[O:22][C:24]1[CH:25]=[CH:26][C:27]([N+:33]([O-:35])=[O:34])=[C:28]([CH:32]=1)[C:29]([NH2:31])=[O:30] |f:1.2.3|. Procedure details: To a 100 ml flask fitted with a magnetic stirrer and drying tube is added dimethyl sulfoxide (50 ml), anhydrous potassium carbonate (3.6 g, 0.026 mole) and 2-chloro-4-trifluoromethylphenol (4.8 L g, 0.024 mole). This mixture is stirred at room temperature overnight. 5-Fluoro-2-nitrobenzamide (4.5 g, 0.024 mole) is added rapidly and the reaction mixture stirred at room temperature for 24 hours. The reaction mixture is poured into water (300 ml) and triturated with carbon tetrachloride (50 ml). Th... Reactants: Intermediate 18, ClC1=NC(=C(C(=N1)Cl)[N+](=O)[O-])Cl (2,4,6-trichloro-5-nitro pyrimidine), ClC1=NC(=C(C(=N1)Cl)[N+](=O)[O-])Cl (2,4,6-trichloro-5-nitro pyrimidine), CC1=CC(=NN1)N (5-methyl-1H-pyrazol-3-amine), C[O-].[Na+] (sodium methoxide). Procedure details: The title compound was prepared using a procedure similar to the one described for the synthesis of Intermediate 18 using 2,4,6-trichloro-5-nitropyrimidine (Intermediate 37), 5-methyl-1H-pyrazol-3-amine and sodium methoxide as the starting materials. LCMS: 285 [M+1]. Product: ClC1=NC(=C(C(=N1)NC1=NNC(=C1)C)[N+](=O)[O-])OC (2-Chloro-6-methoxy-N-(5-methyl-1H-pyrazol-3-yl)-5-nitropyrimidin-4-amine). RXN SMILES: [Cl:1][C:2]1[N:7]=[C:6](Cl)[C:5]([N+:9]([O-:11])=[O:10])=[C:4](Cl)[N:3]=1.[CH3:13][C:14]1[NH:18][N:17]=[C:16]([NH2:19])[CH:15]=1.[CH3:20][O-:21].[Na+]>>[Cl:1][C:2]1[N:7]=[C:6]([NH:19][C:16]2[CH:15]=[C:14]([CH3:13])[NH:18][N:17]=2)[C:5]([N+:9]([O-:11])=[O:10])=[C:4]([O:21][CH3:20])[N:3]=1 |f:2.3|. Starting materials: C1=C(C=CC=C1O)C (m-cresol), ClCl (chlorine), C1=CC(=CC=C1N=C=O)OC2=CC=C(C=C2)N=C=O (4,4'-diisocyanatodiphenyl ether), 4,4'-bis-α-chloroacetamidodiphenylether. Product: CC1=C(C(=O)C=CN1C)O (cP20). As a reaction SMILES: C1C([OH:7])=CC=CC=1C.[CH:9]1[C:14]([N:15]=[C:16]=O)=[CH:13][CH:12]=[C:11]([O:18]C2C=CC(N=C=O)=CC=2)[CH:10]=1.ClCl>>[CH3:9][C:10]1[N:15]([CH3:16])[CH:14]=[CH:13][C:12](=[O:7])[C:11]=1[OH:18]. Procedure details: Using the method described in Example 8, 240 g of m-cresol are mixed with 50.4 g of 4,4'-diisocyanatodiphenyl ether followed by 70.6 g of 4,4'-bis-α-chloroacetamidodiphenylether at 120°C and the mixture is then reacted at 185°C for 14 hours. 346 g of an approximately 30% polyhydantoin solution which has a chlorine content below 0.2% and a viscosity of 12460 cP20°C are obtained. Precipitation of this solution in methanol yields 210 g of a polyhydantoin with a nitrogen content of 10.4% and a chlor... The reactants are C(C#CC)OC1=CC=C(C=C1)S(=O)(=O)C1(CCN(CC1)C(=O)C1(COC(OC1)(C)C)C)C(=O)OC (Methyl 4-(4-but-2-ynyloxybenzenesulfonyl)-1-[(2,2,5-trimethyl-1,3-dioxan-5-yl)carbonyl]-4-piperidinecarboxylate), [OH-].[Na+] (sodium hydroxide). Run in O1CCCC1.CO (tetrahydrofuran methanol). The product is C(C#CC)OC1=CC=C(C=C1)S(=O)(=O)C1(CCN(CC1)C(=O)C1(COC(OC1)(C)C)C)C(=O)O (4-(4-But-2-ynyloxybenzenesulfonyl)-1-[(2,2,5-trimethyl-1,3-dioxan-5-yl)carbonyl]-4-piperidinecarboxylic acid), acid. Yield: 97.0%. RXN SMILES: [CH2:1]([O:5][C:6]1[CH:11]=[CH:10][C:9]([S:12]([C:15]2([C:32]([O:34]C)=[O:33])[CH2:20][CH2:19][N:18]([C:21]([C:23]3([CH3:31])[CH2:28][O:27][C:26]([CH3:30])([CH3:29])[O:25][CH2:24]3)=[O:22])[CH2:17][CH2:16]2)(=[O:14])=[O:13])=[CH:8][CH:7]=1)[C:2]#[C:3][CH3:4].[OH-].[Na+]>O1CCCC1.CO>[CH2:1]([O:5][C:6]1[CH:7]=[CH:8][C:9]([S:12]([C:15]2([C:32]([OH:34])=[O:33])[CH2:20][CH2:19][N:18]([C:21]([C:23]3([CH3:31])[CH2:24][O:25][C:26]([CH3:29])([CH3:30])[O:27][CH2:28]3)=[O:22])[CH2:17][CH2:16]2)(=[O:13])=[O:14])=[CH:10][CH:11]=1)[C:2]#[C:3][CH3:4] |f:1.2,3.4|. Procedure details: 4-(4-But-2-ynyloxybenzenesulfonyl)-1-[(2,2,5-trimethyl-1,3-dioxan-5-yl)carbonyl]-4-piperidinecarboxylic acid was prepared following the procedure of Example 40 (step 5). Starting from Methyl 4-(4-but-2-ynyloxybenzenesulfonyl)-1-[(2,2,5-trimethyl-1,3-dioxan-5-yl)carbonyl]-4-piperidinecarboxylate (335 mg, 0.66 mmol) in 4 ml of tetrahydrofuran:methanol (1:1), and 1N sodium hydroxide (1.3 ml, 1.3 mmol) to obtain 315 mg (97%) of the acid. HR-MS: m/z Calculated for C24H31NO8S 494.1843; Found 494.1835.